The task is: describe an organic reaction: reactants, conditions, products, and yield. This data is from the Open Reaction Database (ORD), a public repository of structured organic reaction records. The reactants are COc1cc(OC)c2c(O)ccnc2c1, Cc1ccccc1, CCN(C(C)C)C(C)C, O=P(Cl)(Cl)Cl. Yields the product COc1cc(OC)c2c(Cl)ccnc2c1. Reaction SMILES: [CH3:1][O:2][c:3]1[c:4]2[c:5]([OH:15])[cH:6][cH:7][n:8][c:9]2[cH:10][c:11]([O:13][CH3:14])[cH:12]1.[CH3:30][c:31]1[cH:32][cH:33][cH:34][cH:35][cH:36]1.[CH:16]([N:17]([CH2:18][CH3:19])[CH:20]([CH3:21])[CH3:22])([CH3:23])[CH3:24].[P:25]([Cl:26])([Cl:27])([Cl:28])=[O:29]>>[CH3:1][O:2][c:3]1[c:4]2[c:5]([Cl:27])[cH:6][cH:7][n:8][c:9]2[cH:10][c:11]([O:13][CH3:14])[cH:12]1.